The task is: describe an organic reaction: reactants, conditions, products, and yield. This data is from the Open Reaction Database (ORD), a public repository of structured organic reaction records. The reactants are C(=O)[O-].[NH4+] (Ammonium formate), Cl.Cl.CN1CCN(CC1)CC=1C=CC(=C(C1)NC1=CC(=C(S1)C(=O)OC)O[C@H](C)C1=C(C=CC=C1)C(F)(F)F)[N+](=O)[O-] (Methyl 5-({5-[(4-methyl-1-piperazinyl)methyl]-2-nitrophenyl}amino)-3-({(1R)-1-[2-(trifluoromethyl)phenyl]ethyl}oxy)-2-thiophenecarboxylate dihydrochloride), COC(OC)OC (trimethylorthoformate). The reagents and catalysts are [Pd] (Pd/C). The solvent is CO (MeOH). Run at temperature 35 celsius, time 8 hour. Product: Cl (HCl), Cl.Cl.Cl.CN1CCN(CC1)CC=1C=CC2=C(N(C=N2)C2=CC(=C(S2)C(=O)OC)O[C@H](C)C2=C(C=CC=C2)C(F)(F)F)C1 (Methyl 5-{6-[(4-methyl-1-piperazinyl)methyl]-1H-benzimidazol-1-yl}-3-({(1R)-1-[2-(trifluoromethyl)phenyl]ethyl}oxy)-2-thiophenecarboxylate trihydrochloride). The yield is 83.0%. As a reaction SMILES: [ClH:1].Cl.[CH3:3][N:4]1[CH2:9][CH2:8][N:7]([CH2:10][C:11]2[CH:12]=[CH:13][C:14]([N+:40]([O-])=O)=[C:15]([NH:17][C:18]3[S:22][C:21]([C:23]([O:25][CH3:26])=[O:24])=[C:20]([O:27][C@@H:28]([C:30]4[CH:35]=[CH:34][CH:33]=[CH:32][C:31]=4[C:36]([F:39])([F:38])[F:37])[CH3:29])[CH:19]=3)[CH:16]=2)[CH2:6][CH2:5]1.[CH3:43]OC(OC)OC.C([O-])=O.[NH4+]>CO.[Pd]>[ClH:1].[ClH:1].[ClH:1].[ClH:1].[CH3:3][N:4]1[CH2:9][CH2:8][N:7]([CH2:10][C:11]2[CH:12]=[CH:13][C:14]3[N:40]=[CH:43][N:17]([C:18]4[S:22][C:21]([C:23]([O:25][CH3:26])=[O:24])=[C:20]([O:27][C@@H:28]([C:30]5[CH:35]=[CH:34][CH:33]=[CH:32][C:31]=5[C:36]([F:39])([F:38])[F:37])[CH3:29])[CH:19]=4)[C:15]=3[CH:16]=2)[CH2:6][CH2:5]1 |f:0.1.2,4.5,9.10.11.12|. Procedure details: Methyl 5-({5-[(4-methyl-1-piperazinyl)methyl]-2-nitrophenyl}amino)-3-({(1R)-1-[2-(trifluoromethyl)phenyl]ethyl}oxy)-2-thiophenecarboxylate dihydrochloride (50.0 g, 76.8 mmol) was suspended in MeOH (100 mL) and trimethylorthoformate (200 mL) and stirred for half an hour. Ammonium formate (30.0 g) and 10% Pd/C (25 g, 15.4 mol %) were added and the mixture was heated to 35° C. The temperature was increased to 60° C. over 6 hours and then held at 60° C. overnight before filtering through fibreglass ... The reactants are O (water), [N-]=[N+]=[N-].[Na+] (Sodium azide), TEA hydrochloride, C(=O)C1=CC(=CS1)C#N (5-formyl-thiophene-3-carbonitrile), Cl (HCl). Run in CN(C)C=O (DMF). The product is N1N=NN=C1C=1C=C(SC1)C=O (4-(1H-Tetrazol-5-yl)-thiophene-2-carboxaldehyde). Yield: 20.0%. RXN SMILES: [N-:1]=[N+:2]=[N-:3].[Na+].[CH:5]([C:7]1[S:11][CH:10]=[C:9]([C:12]#[N:13])[CH:8]=1)=[O:6].O.Cl>CN(C=O)C>[NH:1]1[C:12]([C:9]2[CH:8]=[C:7]([CH:5]=[O:6])[S:11][CH:10]=2)=[N:13][N:3]=[N:2]1 |f:0.1|. Reported procedure: Sodium azide (2.9 g, 44.6 mmol) and TEA hydrochloride (4.13 g, 30 mmol) were added to a solution of 5-formyl-thiophene-3-carbonitrile (2 g, 15 mmol, prepared according to Intern. application WO 02/26718) in DMF (50 ml). The solution was refluxed for 12 h. After cooling to RT, water was added and the solution was carefully acidified with HCl. The solution was extracted 3 times with EtOAc. The combined organic layers were dried over Na2SO4 and concentrated under reduced pressure to yield the desir... Starting materials: O=C([O-])[O-], CC#N, ON=Cc1ccccc1O, [Cs+], [Cs+], COc1cn(-c2ccc(I)cc2F)nc(C(=O)N(C)OC)c1=O, O, c1cn[nH]c1. The product is COc1cn(-c2ccc(-n3cccn3)cc2F)nc(C(=O)N(C)OC)c1=O. Reaction SMILES: [C:39](=[O:40])([O-:41])[O-:42].[CH3:45][C:46]#[N:47].[CH:29](=[N:30][OH:31])[c:32]1[c:33]([OH:38])[cH:34][cH:35][cH:36][cH:37]1.[Cs+:43].[Cs+:44].[F:1][c:2]1[c:3](-[n:9]2[n:10][c:11]([C:18](=[O:19])[N:20]([CH3:21])[O:22][CH3:23])[c:12](=[O:17])[c:13]([O:15][CH3:16])[cH:14]2)[cH:4][cH:5][c:6]([I:8])[cH:7]1.[OH2:48].[nH:24]1[n:25][cH:26][cH:27][cH:28]1>>[F:1][c:2]1[c:3](-[n:9]2[n:10][c:11]([C:18](=[O:19])[N:20]([CH3:21])[O:22][CH3:23])[c:12](=[O:17])[c:13]([O:15][CH3:16])[cH:14]2)[cH:4][cH:5][c:6](-[n:24]2[n:25][cH:26][cH:27][cH:28]2)[cH:7]1.